From a dataset of the Open Reaction Database (ORD), a public repository of structured organic reaction records. describe an organic reaction: reactants, conditions, products, and yield Starting materials: [Al+3], CC1(c2cccs2)OCC(=O)Nc2ccc(Br)cc21, C1CCOC1, CCOC(C)=O, [Cl-], [H-], [H-], [H-], [H-], [Li+], [NH4+]. RXN SMILES: [Al+3:21].[Br:1][c:2]1[cH:3][cH:4][c:5]2[c:6]([cH:19]1)[C:7]([c:13]1[s:14][cH:15][cH:16][cH:17]1)([CH3:18])[O:8][CH2:9][C:10](=[O:12])[NH:11]2.[CH2:34]1[O:35][CH2:36][CH2:37][CH2:38]1.[CH3:28][CH2:29][O:30][C:31](=[O:32])[CH3:33].[Cl-:26].[H-:20].[H-:23].[H-:24].[H-:25].[Li+:22].[NH4+:27]>>[Br:1][c:2]1[cH:3][cH:4][c:5]2[c:6]([cH:19]1)[C:7]([c:13]1[s:14][cH:15][cH:16][cH:17]1)([CH3:18])[O:8][CH2:9][CH2:10][NH:11]2. The product is CC1(c2cccs2)OCCNc2ccc(Br)cc21. Reactants: C[C@@H]1C[C@@H]([C@@H]2[C@H](C[C@H]([C@@](O2)(C(=O)C(=O)N3CCCC[C@H]3C(=O)O[C@@H]([C@@H]([C@H](CC(=O)[C@@H](/C=C(/C1)\C)CC=C)O)C)/C(=C/[C@@H]4CC[C@H]([C@@H](C4)OC)O)/C)O)C)OC)OC (FR-900506), C(C)(=O)OC(C)=O (acetic anhydride), CS(=O)C (dimethyl sulfoxide). The solvent is C(C)(=O)OCC (ethyl acetate). Reaction conditions: time 14 hour. The product is 17-allyl-1,14-dihydroxy-23,25-dimethoxy-13,19,21,27-tetramethyl-12-[2-(4-methylthiomethoxy-3-methoxycyclohexyl)-1-methylvinyl]-11,28-dioxa-4-azatricyclo[22.2.1.04,9 ]octacosa-14,18-diene-2,3,10,16-tetraone, C(C=C)C1C(C=CC(C(OC(C2CCCCN2C(C(C2(C(CC(C(C(CC(CC(=C1)C)C)OC)O2)OC)C)O)=O)=O)=O)C(=CC2CC(C(CC2)O)OC)C)C)=O (17-allyl-1-hydroxy-12-[2-(4-hydroxy-3-methoxycyclohexyl)-1-methylvinyl]-23,25-dimethoxy-13,19,21,27-tetramethyl-11,28-dioxa-4-azatricyclo[22.3.1.04,9 ]octacosa-14,18-diene-2,3,10,16-tetraone), C(C=C)C1C(CC(C(C(OC(C2CCCCN2C(C(C2(C(CC(C(C(CC(CC(=C1)C)C)OC)O2)OC)C)O)=O)=O)=O)C(=CC2CC(C(CC2)OCSC)OC)C)C)O)=O (17-allyl-1,14-dihydroxy-23,25-dimethoxy-13,19,21,27-tetramethyl-12-[2-(4-methylthiomethoxy-3-methoxycyclohexyl)-1-methylvinyl]-11,28-dioxa-4-azatricyclo[22.3.1.04,9 ]octacos-18-ene-2,3,10,16-tetraone). As a reaction SMILES: [CH3:1][C@H:2]1[CH2:33][C:32]([CH3:34])=[CH:31][C@@H:30]([CH2:35][CH:36]=[CH2:37])[C:28](=[O:29])[CH2:27][C@H:26]([OH:38])[C@@H:25]([CH3:39])[C@@H:24](/[C:40](/[CH3:51])=[CH:41]/[C@H:42]2[CH2:47][C@@H:46]([O:48][CH3:49])[C@H:45]([OH:50])[CH2:44][CH2:43]2)[O:23][C:21](=[O:22])[C@H:20]2[N:15]([CH2:16][CH2:17][CH2:18][CH2:19]2)[C:13](=[O:14])[C:11](=[O:12])[C@:9]2([OH:52])[O:10][C@@H:5]([C@@H:6]([O:54][CH3:55])[CH2:7][C@H:8]2[CH3:53])[C@@H:4]([O:56][CH3:57])[CH2:3]1.C(OC(=O)C)(=O)C.[CH3:65][S:66]([CH3:68])=O>C(OCC)(=O)C>[CH2:35]([CH:30]1[CH:31]=[C:32]([CH3:34])[CH2:33][CH:2]([CH3:1])[CH2:3][CH:4]([O:56][CH3:57])[CH:5]2[O:10][C:9]([OH:52])([CH:8]([CH3:53])[CH2:7][CH:6]2[O:54][CH3:55])[C:11](=[O:12])[C:13](=[O:14])[N:15]2[CH:20]([CH2:19][CH2:18][CH2:17][CH2:16]2)[C:21](=[O:22])[O:23][CH:24]([C:40]([CH3:51])=[CH:41][CH:42]2[CH2:43][CH2:44][CH:45]([OH:50])[CH:46]([O:48][CH3:49])[CH2:47]2)[CH:25]([CH3:39])[CH:26]=[CH:27][C:28]1=[O:29])[CH:36]=[CH2:37].[CH2:35]([CH:30]1[CH:31]=[C:32]([CH3:34])[CH2:33][CH:2]([CH3:1])[CH2:3][CH:4]([O:56][CH3:57])[CH:5]2[O:10][C:9]([OH:52])([CH:8]([CH3:53])[CH2:7][CH:6]2[O:54][CH3:55])[C:11](=[O:12])[C:13](=[O:14])[N:15]2[CH:20]([CH2:19][CH2:18][CH2:17][CH2:16]2)[C:21](=[O:22])[O:23][CH:24]([C:40]([CH3:51])=[CH:41][CH:42]2[CH2:43][CH2:44][CH:45]([O:50][CH2:65][S:66][CH3:68])[CH:46]([O:48][CH3:49])[CH2:47]2)[CH:25]([CH3:39])[CH:26]([OH:38])[CH2:27][C:28]1=[O:29])[CH:36]=[CH2:37]. Procedure details: To a solution of the FR-900506 substance (100 mg) in dimethyl sulfoxide (1.5 ml) was added acetic anhydride (1.5 ml), and the mixture was stirred at room temperature for 14 hours. The reaction mixture was diluted with ethyl acetate and washed with a saturated aqueous sodium hydrogen carbonate, water and an aqueous sodium chloride. The organic layer was dried over sodium sulfate, filtered and then concentrated under reduced pressure. The residue was subjected to thin layer chromatography on silic... Yields the product C(C1=CC=CC=C1)(=O)/C(/C(=O)OCC)=C/C=1C=NC=C(C1)C (ethyl (2Z)-2-benzoyl-3-(5-methyl-3-pyridyl)acrylate). The reactants are CC=1C=NC=C(C=O)C1 (5-methylnicotinaldehyde), C(C1=CC=CC=C1)(=O)CC(=O)OCC (ethyl benzoylacetate), CC(=O)O (AcOH), N1CCCCC1 (piperidine). Isolated yield 101.1%. Reaction conditions: time 24 hour. The solvent is CCO (EtOH). Procedure: A mixture of 5-methylnicotinaldehyde (400 mg), ethyl benzoylacetate (635 mg), AcOH (0.15 ml), piperidine (0.15 ml) in EtOH (5 ml) was stirred at room temperature for 24 hours. After evaporation, the residue was diluted with saturated aqueous NaHCO3 and extracted with EtOAc. The organic layer was washed with brine, dried over anhydrous MgSO4 and concentrated in vacuo to give ethyl (2Z)-2-benzoyl-3-(5-methyl-3-pyridyl)acrylate (986 mg) as a yellow oil. As a reaction SMILES: [CH3:1][C:2]1[CH:3]=[N:4][CH:5]=[C:6]([CH:9]=1)[CH:7]=O.[C:10]([CH2:18][C:19]([O:21][CH2:22][CH3:23])=[O:20])(=[O:17])[C:11]1[CH:16]=[CH:15][CH:14]=[CH:13][CH:12]=1.CC(O)=O.N1CCCCC1>CCO>[C:10](/[C:18](=[CH:7]/[C:6]1[CH:5]=[N:4][CH:3]=[C:2]([CH3:1])[CH:9]=1)/[C:19]([O:21][CH2:22][CH3:23])=[O:20])(=[O:17])[C:11]1[CH:16]=[CH:15][CH:14]=[CH:13][CH:12]=1. Starting materials: C(#N)CCN(C=O)CCCO (3-[N-(2-cyanoethyl)-N-formylamino]-propanol), Cl (hydrochloric acid), [H][H] (hydrogen). Reagents/catalysts: [Pt] (platinum). Run in O (water). Yields the product [Cl-].C(=O)N(CCCO)CCC[NH3+] (3-[N'-formyl-N'-(3-hydroxypropyl)amino]-1-propanaminium chloride). As a reaction SMILES: [C:1]([CH2:3][CH2:4][N:5]([CH2:8][CH2:9][CH2:10][OH:11])[CH:6]=[O:7])#[N:2].[ClH:12].[H][H]>[Pt].O>[Cl-:12].[CH:6]([N:5]([CH2:4][CH2:3][CH2:1][NH3+:2])[CH2:8][CH2:9][CH2:10][OH:11])=[O:7] |f:5.6|. Procedure: A solution of 15.6 g. (100 mmoles) of 3-[N-(2-cyanoethyl)-N-formylamino]-propanol in 225 ml. of water is treated with 100 ml. of 1 N hydrochloric acid and reduced over 3.8 g. of platinum at room temperature and 40 psi of hydrogen. The reaction mixture is filtered and concentrated under reduced pressure yielding 3-[N'-formyl-N'-(3-hydroxypropyl)amino]-1-propanaminium chloride. Starting materials: BrC=1C=C(C=CC1)N1C=NC(=C1)CO ([1-(3-bromo-phenyl)-1H-imidazol-4-yl]-methanol), C(=C)[Sn](CCCC)(CCCC)CCCC (vinyltributylstannane). Reagents/catalysts: Cl[Pd]([P](C1=CC=CC=C1)(C2=CC=CC=C2)C3=CC=CC=C3)([P](C4=CC=CC=C4)(C5=CC=CC=C5)C6=CC=CC=C6)Cl (PdCl2(PPh3)2). Run in CN(C)C=O (DMF). Reaction conditions: temperature 60 celsius, time 30 minute. The product is C(=C)C=1C=C(C=CC1)N1C=NC(=C1)CO ([1-(3-Vinyl-phenyl)-1H-imidazol-4-yl]-methanol). Isolated yield 49.9%. Reaction SMILES: Br[C:2]1[CH:3]=[C:4]([N:8]2[CH:12]=[C:11]([CH2:13][OH:14])[N:10]=[CH:9]2)[CH:5]=[CH:6][CH:7]=1.[CH:15]([Sn](CCCC)(CCCC)CCCC)=[CH2:16]>CN(C=O)C.Cl[Pd](Cl)([P](C1C=CC=CC=1)(C1C=CC=CC=1)C1C=CC=CC=1)[P](C1C=CC=CC=1)(C1C=CC=CC=1)C1C=CC=CC=1>[CH:15]([C:2]1[CH:3]=[C:4]([N:8]2[CH:12]=[C:11]([CH2:13][OH:14])[N:10]=[CH:9]2)[CH:5]=[CH:6][CH:7]=1)=[CH2:16] |^1:37,56|. Reported procedure: Under an Ar atmosphere, a solution of [1-(3-bromo-phenyl)-1H-imidazol-4-yl]-methanol (3.0 g, 12 mmol) in DMF (90 ml) was successively treated with PdCl2(PPh3)2 (0.87 g, 0.1 mmol) and vinyltributylstannane (4.1 g, 13 mmol). The resulting mixture was heated to 60° C. for 8 h. After evaporation of the solvent the residue was stirred for 30 min with AcOEt (60 ml) and aqueous 10% KF solution. The organic phase was separated and the aqueous phase was extracted 3 times with AcOEt. The combined organic ...